From a dataset of the Open Reaction Database (ORD), a public repository of structured organic reaction records. describe an organic reaction: reactants, conditions, products, and yield Reactants: [O-]C#N.[K+] (potassium cyanate), Cl.O1CCOCC1 (hydrochloric acid dioxane), NCCNC1=NC=C(C(=N1)NC1=CC(=CC=C1)C)C(=O)N (2-(2-aminoethylamino)-4-(3-methylanilino)pyrimidine-5-carboxamide), [OH-].[Na+] (sodium hydroxide). The solvent is O1CCOCC1 (1,4-dioxane), O (water). Conditions: time 1 day. Product: CC=1C=C(NC2=NC(=NC=C2C(=O)N)NCCNC(=O)N)C=CC1 (4-(3-methylanilino)-2-[(2-ureidoethyl)amino]pyrimidine-5-carboxamide). RXN SMILES: [O-:1][C:2]#[N:3].[K+].Cl.O1CCOCC1.[NH2:12][CH2:13][CH2:14][NH:15][C:16]1[N:21]=[C:20]([NH:22][C:23]2[CH:28]=[CH:27][CH:26]=[C:25]([CH3:29])[CH:24]=2)[C:19]([C:30]([NH2:32])=[O:31])=[CH:18][N:17]=1.[OH-].[Na+]>O1CCOCC1.O>[CH3:29][C:25]1[CH:24]=[C:23]([CH:28]=[CH:27][CH:26]=1)[NH:22][C:20]1[C:19]([C:30]([NH2:32])=[O:31])=[CH:18][N:17]=[C:16]([NH:15][CH2:14][CH2:13][NH:12][C:2]([NH2:3])=[O:1])[N:21]=1 |f:0.1,2.3,5.6|. Procedure: A 147 mg portion of potassium cyanate and 450 μl of 4 M hydrochloric acid-dioxane solution were added to a mixture of 312 mg of 2-(2-aminoethylamino)-4-(3-methylanilino)pyrimidine-5-carboxamide and 3 ml of water and 3 ml of 1,4-dioxane, followed by stirring at room temperature for 1 day. The reaction mixture was alkalified by adding 1 M sodium hydroxide aqueous solution, and the thus formed precipitate was collected by filtration. The filtered material was washed by stirring it in methanol while... Starting materials: C1(CC1)CO (cyclopropanemethanol), N1C(=NC=C1)C(=O)NC1CCN(CC1)CC1=CC=CC=C1 (4-imidazolylcarbonylamino-1-phenylmethylpiperidine). Run in O1CCOCC1 (dioxane). RXN SMILES: N1C=CN=C1[C:6]([NH:8][CH:9]1[CH2:14][CH2:13][N:12]([CH2:15][C:16]2[CH:21]=[CH:20][CH:19]=[CH:18][CH:17]=2)[CH2:11][CH2:10]1)=[O:7].[CH:22]1([CH2:25][OH:26])[CH2:24][CH2:23]1>O1CCOCC1>[C:16]1([CH2:15][N:12]2[CH2:11][CH2:10][CH:9]([NH:8][C:6](=[O:7])[O:26][CH2:25][CH:22]3[CH2:24][CH2:23]3)[CH2:14][CH2:13]2)[CH:17]=[CH:18][CH:19]=[CH:20][CH:21]=1. Procedure: A solution of 4-imidazolylcarbonylamino-1-phenylmethylpiperidine (10 g, 0.035 mol), from Preparation 2, in dioxane (100 mL) was added to cyclopropanemethanol (2.42 g, 0.035 mol), then heated overnight at 80°-100° C. with stirring. The reaction mixture was allowed to return to room temperature and the dioxane evaporated under reduced pressure, and the residue was flash-chromatographed using ethyl acetate/heptane (50:50) as eluent. 9.5 g of cyclopropylmethyl (1-phenylmethyl-4-piperidyl)carbamate, ... Product: C1(=CC=CC=C1)CN1CCC(CC1)NC(OCC1CC1)=O (Cyclopropylmethyl (1-phenylmethyl-4-piperidyl)carbamate). Starting materials: CC(C)OC(=O)Cl, CS(=O)(=O)c1ccc(-n2ncc3c(OC4CCNCC4)ncnc32)c(F)c1, CN(C)C=O. Yields the product CC(C)OC(=O)N1CCC(Oc2ncnc3c2cnn3-c2ccc(S(C)(=O)=O)cc2F)CC1. As a reaction SMILES: [Cl:28][C:29](=[O:30])[O:31][CH:32]([CH3:33])[CH3:34].[F:1][c:2]1[c:3](-[n:12]2[n:13][cH:14][c:15]3[c:16]2[n:17][cH:18][n:19][c:20]3[O:21][CH:22]2[CH2:23][CH2:24][NH:25][CH2:26][CH2:27]2)[cH:4][cH:5][c:6]([S:8](=[O:9])(=[O:10])[CH3:11])[cH:7]1.[O:35]=[CH:36][N:37]([CH3:38])[CH3:39]>>[F:1][c:2]1[c:3](-[n:12]2[n:13][cH:14][c:15]3[c:16]2[n:17][cH:18][n:19][c:20]3[O:21][CH:22]2[CH2:23][CH2:24][N:25]([C:29](=[O:30])[O:31][CH:32]([CH3:33])[CH3:34])[CH2:26][CH2:27]2)[cH:4][cH:5][c:6]([S:8](=[O:9])(=[O:10])[CH3:11])[cH:7]1. Reactants: [Cl-].C(CCC)[N+]1=CN(C=C1)C (1-butyl-3-methylimidazolium chloride), O.C=1(C(=CC=CC1)S(=O)(=O)O)C (toluenesulfonic acid monohydrate), Cl (HCl), O.O1CCOCC1 (water dioxane). The solvent is O1CCOCC1 (1,4-dioxane). Product: S(=O)(=O)([O-])C1=CC=C(C)C=C1.C(CCC)[N+]1=CN(C=C1)C (1-butyl-3-methylimidazolium tosylate). Reaction SMILES: [Cl-].[CH2:2]([N+:6]1[CH:10]=[CH:9][N:8]([CH3:11])[CH:7]=1)[CH2:3][CH2:4][CH3:5].O.[C:13]1(C)[C:14]([S:19]([OH:22])(=[O:21])=[O:20])=[CH:15][CH:16]=[CH:17][CH:18]=1.Cl.O.O1CCOCC1>O1CCOCC1>[S:19]([C:14]1[CH:13]=[CH:18][C:17]([CH3:2])=[CH:16][CH:15]=1)([O-:22])(=[O:20])=[O:21].[CH2:2]([N+:6]1[CH:10]=[CH:9][N:8]([CH3:11])[CH:7]=1)[CH2:3][CH2:4][CH3:5] |f:0.1,2.3,5.6,8.9|. Reported procedure: 86.3 g (0.494 mol) of 1-butyl-3-methylimidazolium chloride and 94.9 g (0.499 mol) of toluenesulfonic acid monohydrate are dissolved in 50 ml of 1,4-dioxane at RT. 58 ml of HCl-containing water/dioxane azeotrope are subsequently distilled off at atmospheric pressure (85-101° C). After 22 additional azeotropic distillations with 200 ml of dioxane each time and drying of the distillation residue under reduced pressure at 1.3 Pa and 80° C., 1-butyl-3-methylimidazolium tosylate is obtained. The yield...